This data is from the Open Reaction Database (ORD), a public repository of structured organic reaction records. The task is: describe an organic reaction: reactants, conditions, products, and yield Product: Cc1cc2c(cc1C)C(C)(C)C(C)C(C)C2(C)C. RXN SMILES: [CH3:1][O:2][CH:3]([c:4]1[cH:5][c:6]2[c:11]([cH:12][c:13]1[CH3:14])[C:10]([CH3:15])([CH3:16])[CH:9]([CH3:17])[CH:8]([CH3:18])[C:7]2([CH3:19])[CH3:20])[O:21][CH3:22].[CH3:24][OH:25].[ClH:23].[O:26]1[CH2:27][CH2:28][CH2:29][CH2:30]1>>[CH3:3][c:4]1[cH:5][c:6]2[c:11]([cH:12][c:13]1[CH3:14])[C:10]([CH3:15])([CH3:16])[CH:9]([CH3:17])[CH:8]([CH3:18])[C:7]2([CH3:19])[CH3:20]. Reactants: COC(OC)c1cc2c(cc1C)C(C)(C)C(C)C(C)C2(C)C, CO, Cl, C1CCOC1.